This data is from the Open Reaction Database (ORD), a public repository of structured organic reaction records. The task is: describe an organic reaction: reactants, conditions, products, and yield Product: CC(C)(C)OC(=O)N1CCC(Nc2nc(Cl)nc(Cl)c2Cl)CC1. Reaction SMILES: [C:11]([CH3:12])([CH3:13])([CH3:14])[O:15][C:16](=[O:17])[N:18]1[CH2:19][CH2:20][CH:21]([NH2:24])[CH2:22][CH2:23]1.[CH2:25]([N:26]([CH:27]([CH3:28])[CH3:29])[CH:30]([CH3:31])[CH3:32])[CH3:33].[CH3:34][C:35]#[N:36].[Cl:1][c:2]1[n:3][c:4]([Cl:10])[c:5]([Cl:9])[c:6]([Cl:8])[n:7]1>>[Cl:1][c:2]1[n:3][c:4]([Cl:10])[c:5]([Cl:9])[c:6]([NH:24][CH:21]2[CH2:20][CH2:19][N:18]([C:16]([O:15][C:11]([CH3:12])([CH3:13])[CH3:14])=[O:17])[CH2:23][CH2:22]2)[n:7]1. Starting materials: CC(C)(C)OC(=O)N1CCC(N)CC1, CCN(C(C)C)C(C)C, CC#N, Clc1nc(Cl)c(Cl)c(Cl)n1.